This data is from the Open Reaction Database (ORD), a public repository of structured organic reaction records. The task is: describe an organic reaction: reactants, conditions, products, and yield Reactants: OCC1=C(C=C(C(=O)O)C=C1)[N+](=O)[O-] (4-hydroxymethyl-3-nitrobenzoic acid), acid, C(C=C)O (Allyl alcohol). Yields the product OCC1=C(C=C(C(=O)OCC=C)C=C1)[N+](=O)[O-] (ALLYL 4-(HYDROXYMETHYL)-3-NITROBENZOATE). Reaction SMILES: [OH:1][CH2:2][C:3]1[CH:11]=[CH:10][C:6]([C:7]([OH:9])=[O:8])=[CH:5][C:4]=1[N+:12]([O-:14])=[O:13].[CH2:15](O)[CH:16]=[CH2:17]>>[OH:1][CH2:2][C:3]1[CH:11]=[CH:10][C:6]([C:7]([O:9][CH2:17][CH:16]=[CH2:15])=[O:8])=[CH:5][C:4]=1[N+:12]([O-:14])=[O:13]. Procedure: In a 100 mL round bottom flask was placed 4-hydroxymethyl-3-nitrobenzoic acid (1.97 g, 10 mmol). Allyl alcohol (20 mL) was added, followed by p-toluensesulfonic acid (0.190 g, 1 mmol). The mixture was heated to reflux for 24 hr., at which time all the volatiles were removed in vacuo. The residue was taken up in EtOAc and washed with sat'd KHCO3. The organic layer was dried over MgSO4 and concentrated to afford the title compound as a cream colored solid; 2.4 g (100%). Starting materials: C[Li] (methyl lithium), CON(C(=O)C1CCC(CC1)(F)F)C (4,4-difluoro-cyclohexanecarboxylic acid methoxy-methyl-amide). Run in C1CCOC1 (THF). The product is FC1(CCC(CC1)C(C)=O)F (1-(4,4-difluoro-cyclohexyl)-ethanone). Reaction SMILES: [CH3:1][Li].CON(C)[C:6]([CH:8]1[CH2:13][CH2:12][C:11]([F:15])([F:14])[CH2:10][CH2:9]1)=[O:7]>C1COCC1>[F:14][C:11]1([F:15])[CH2:12][CH2:13][CH:8]([C:6](=[O:7])[CH3:1])[CH2:9][CH2:10]1. Procedure: 2 ml methyl lithium (1 M in diethylether) were added into a solution of 0.593 g 4,4-difluoro-cyclohexanecarboxylic acid methoxy-methyl-amide in anhydrous 5 ml THF at 0° C. The reaction was allowed to warm to rt overnight. The reaction was quenched with sat. ammonium chloride solution (˜50 ml) and diluted with sat. sodium hydrogencarbonate solution (25 ml). The aqueous layer was extracted with diethylether (3×50 ml) and the combined organic phases were dried over sodium sulfate, filtered and conc... Reaction SMILES: [OH:1][CH:2]([CH2:16][N:17]1C(=O)C2=CC=CC=C2C1=O)[CH2:3][PH:4]([CH:9]([O:13][CH2:14][CH3:15])[O:10][CH2:11][CH3:12])([O-:8])[O:5][CH2:6][CH3:7].O.[BH4-].[Na+].C(O)(=O)C>C(O)(C)C>[NH2:17][CH2:16][CH:2]([OH:1])[CH2:3][P:4]([CH:9]([O:13][CH2:14][CH3:15])[O:10][CH2:11][CH3:12])(=[O:8])[O:5][CH2:6][CH3:7] |f:2.3|. The product is NCC(CP(OCC)(=O)C(OCC)OCC)O (Ethyl 3-amino-2-hydroxy-propyl(diethoxymethyl)phosphinate). Run in C(C)(C)O (isopropanol). The reactants are OC(CP(OCC)([O-])C(OCC)OCC)CN1C(C=2C(C1=O)=CC=CC2)=O (ethyl 2-hydroxy-3-phthalimido-propyl(diethoxymethyl)phosphonite), O (water), C(C)(=O)O (acetic acid), [BH4-].[Na+] (sodium borohydride). Procedure: To a solution of 1.0 g of ethyl 2-hydroxy-3-phthalimido-propyl(diethoxymethyl)phosphonite in 23 ml of isopropanol is added 4 ml of water. To this mixture is added 0.47 g of sodium borohydride and this is stirred for a period of 24 hours at room temperature. After this time 2.6 ml of glacial acetic acid are carefully added and the reaction heated to 80° for a period of 2 hours. After this time, the reaction is cooled to room temperature, the solvent evaporated under reduced pressure and the resid... Conditions: time 24 hour.